From a dataset of the Open Reaction Database (ORD), a public repository of structured organic reaction records. describe an organic reaction: reactants, conditions, products, and yield Starting materials: BrCc1ccncc1, Br, Oc1ccc(-c2nnc(CSCCOc3ccccc3)o2)cc1. Yields the product c1ccc(OCCSCc2nnc(-c3ccc(OCc4ccncc4)cc3)o2)cc1. RXN SMILES: [Br:25][CH2:26][c:27]1[cH:28][cH:29][n:30][cH:31][cH:32]1.[BrH:24].[O:1]([c:2]1[cH:3][cH:4][cH:5][cH:6][cH:7]1)[CH2:8][CH2:9][S:10][CH2:11][c:12]1[n:13][n:14][c:15](-[c:17]2[cH:18][cH:19][c:20]([OH:23])[cH:21][cH:22]2)[o:16]1>>[O:1]([c:2]1[cH:3][cH:4][cH:5][cH:6][cH:7]1)[CH2:8][CH2:9][S:10][CH2:11][c:12]1[n:13][n:14][c:15](-[c:17]2[cH:18][cH:19][c:20]([O:23][CH2:26][c:27]3[cH:28][cH:29][n:30][cH:31][cH:32]3)[cH:21][cH:22]2)[o:16]1. Starting materials: C(CCC)C1=NOC(=C1CCl)C (3-butyl-4-chloromethyl-5-methyl-isoxazole), CC=1SC(=CN1)C(=O)O (2-methyl-thiazole-5-carboxylic acid), C(CCC)[Li] (n-butyllithium), solution. The solvent is C1CCOC1 (THF), C1CCOC1 (THF), CCCCCC (hexane). Reaction conditions: time 2 hour. Yields the product COC(=O)C1=CN=C(S1)CCC=1C(=NOC1C)CCCC (2-[2-(3-Butyl-5-methyl-isoxazol-4-yl)-ethyl]-thiazole-5-carboxylic acid methyl ester). The yield is 58.0%. RXN SMILES: [CH3:1][C:2]1[S:3][C:4]([C:7]([OH:9])=[O:8])=[CH:5][N:6]=1.[CH2:10]([Li])CCC.[CH2:15]([C:19]1[C:23]([CH2:24]Cl)=[C:22]([CH3:26])[O:21][N:20]=1)[CH2:16][CH2:17][CH3:18]>C1COCC1.CCCCCC>[CH3:10][O:8][C:7]([C:4]1[S:3][C:2]([CH2:1][CH2:24][C:23]2[C:19]([CH2:15][CH2:16][CH2:17][CH3:18])=[N:20][O:21][C:22]=2[CH3:26])=[N:6][CH:5]=1)=[O:9]. Procedure details: To a stirred solution of 2-methyl-thiazole-5-carboxylic acid (286 mg, 2.0 mmol) in THF (14 mL) at −72° C. and under argon was added n-butyllithium (2.50 mL of a 1.6M solution in hexane, 4.0 mmol) dropwise. After 2 h, a solution of 3-butyl-4-chloromethyl-5-methyl-isoxazole (375 mg, 2.0 mmol) in THF (6 mL) was added dropwise. After 2.5 h the reaction mixture was quenched with 10% aqueous citric acid (10 mL) then warmed to room temperature. The reaction mixture was extracted with ethyl acetate then... Reactants: C1CCOC1, CCOC(=O)c1nc(-c2ccccc2)sc1C#CCOC, CO, Cl, [Li+], [OH-], O. The product is COCC#Cc1sc(-c2ccccc2)nc1C(=O)O. Reaction SMILES: [CH2:25]1[O:26][CH2:27][CH2:28][CH2:29]1.[CH3:1][O:2][CH2:3][C:4]#[C:5][c:6]1[c:7]([C:17](=[O:18])[O:19][CH2:20][CH3:21])[n:8][c:9](-[c:11]2[cH:12][cH:13][cH:14][cH:15][cH:16]2)[s:10]1.[CH3:30][OH:31].[ClH:24].[Li+:23].[OH-:22].[OH2:32]>>[CH3:1][O:2][CH2:3][C:4]#[C:5][c:6]1[c:7]([C:17](=[O:18])[OH:19])[n:8][c:9](-[c:11]2[cH:12][cH:13][cH:14][cH:15][cH:16]2)[s:10]1. Starting materials: O=c1cnn(-c2ccc(C(O)c3ccc(Cl)cc3Cl)c(Cl)c2)c(=O)[nH]1, ClC(Cl)Cl, O=S(Cl)Cl. Yields the product O=c1cnn(-c2ccc(C(Cl)c3ccc(Cl)cc3Cl)c(Cl)c2)c(=O)[nH]1. RXN SMILES: [Cl:1][c:2]1[cH:3][c:4](-[n:18]2[n:19][cH:20][c:21](=[O:25])[nH:22][c:23]2=[O:24])[cH:5][cH:6][c:7]1[CH:8]([OH:9])[c:10]1[c:11]([Cl:17])[cH:12][c:13]([Cl:16])[cH:14][cH:15]1.[Cl:30][CH:31]([Cl:32])[Cl:33].[S:26]([Cl:27])([Cl:28])=[O:29]>>[Cl:1][c:2]1[cH:3][c:4](-[n:18]2[n:19][cH:20][c:21](=[O:25])[nH:22][c:23]2=[O:24])[cH:5][cH:6][c:7]1[CH:8]([c:10]1[c:11]([Cl:17])[cH:12][c:13]([Cl:16])[cH:14][cH:15]1)[Cl:28]. The reactants are C(C)(C)(C)[Si](OCCCC1C(N(C(CO1)C1CCCCC1)CC1=CC=C(C=C1)OC)=O)(C)C (2-[3-(tert-Butyl-dimethyl-silanyloxy)-propyl]-5-cyclohexyl-4-(4-methoxy-benzyl)-morpholin-3-one), O=[N+]([O-])[O-].[O-][N+]([O-])=O.[O-][N+]([O-])=O.[O-][N+]([O-])=O.[O-][N+]([O-])=O.[O-][N+]([O-])=O.[Ce+4].[NH4+].[NH4+] (CAN), O=[N+]([O-])[O-].[O-][N+]([O-])=O.[O-][N+]([O-])=O.[O-][N+]([O-])=O.[O-][N+]([O-])=O.[O-][N+]([O-])=O.[Ce+4].[NH4+].[NH4+] (CAN). Run in CC#N (CH3CN), O (water), CCOC(=O)C (EtOAc). Conditions: time 1 hour. The product is C1(CCCCC1)C1COC(C(N1)=O)CCCO (5-cyclohexyl-2-(3-hydroxy-propyl)-morpholin-3-one). The yield is 66.1%. Reaction SMILES: C([Si](C)(C)[O:6][CH2:7][CH2:8][CH2:9][CH:10]1[O:15][CH2:14][CH:13]([CH:16]2[CH2:21][CH2:20][CH2:19][CH2:18][CH2:17]2)[N:12](CC2C=CC(OC)=CC=2)[C:11]1=[O:31])(C)(C)C.O=[N+]([O-])[O-].[O-][N+](=O)[O-].[O-][N+](=O)[O-].[O-][N+](=O)[O-].[O-][N+](=O)[O-].[O-][N+](=O)[O-].[Ce+4].[NH4+].[NH4+]>CC#N.O.CCOC(C)=O>[CH:16]1([CH:13]2[NH:12][C:11](=[O:31])[CH:10]([CH2:9][CH2:8][CH2:7][OH:6])[O:15][CH2:14]2)[CH2:17][CH2:18][CH2:19][CH2:20][CH2:21]1 |f:1.2.3.4.5.6.7.8.9|. Reported procedure: To a solution of 2-[3-(tert-Butyl-dimethyl-silanyloxy)-propyl]-5-cyclohexyl-4-(4-methoxy-benzyl)-morpholin-3-one (400 mg, 0.84 mmol, 1.0 equiv) in CH3CN (0.3 mL) and water (0.3 mL) was added CAN (922 mg, 1.68 mmol, 2.0 equiv). The mixture was stirred at room temperature for 1 hour then second portion of CAN (900 mg) was added. After stirred at room temperature for 1 hour, the reaction mixture was diluted with EtOAc and the phases were separated. The organic layer was washed with brine, dried ove... Starting materials: ClC1=C(C=NC=C1)C1=NOC(=C1C(=O)O)C (3-(4-chloro-pyridin-3-yl)-5-methyl-isoxazole-4-carboxylic acid), C(C1=CC=CC=C1)OC(NCC1CC(CCC1)N)=O ((3-amino-cyclohexylmethyl)-carbamic acid benzyl ester), Cl.CN(CCCN=C=NCC)C (1-[3-(dimethyl-amino)propyl]-3-ethylcarbodiimide hydrochloride), ON1N=NC2=C1N=CC=C2 (1-hydroxy-7-azabenzo-triazole), C(C)(C)N(C(C)C)CC (N,N-diisopropylethyl amine). Solvent: CN(C=O)C (N,N-dimethylformamide). The product is C(C1=CC=CC=C1)OC(NCC1CC(CCC1)NC(=O)C=1C(=NOC1C)C=1C=NC=CC1Cl)=O ((3-{[3-(4-Chloro-pyridin-3-yl)-5-methyl-isoxazole-4-carbonyl]-amino}-cyclohexylmethyl)-carbamic acid benzyl ester). Yield: 66.1%. Reaction SMILES: [Cl:1][C:2]1[CH:7]=[CH:6][N:5]=[CH:4][C:3]=1[C:8]1[C:12]([C:13]([OH:15])=O)=[C:11]([CH3:16])[O:10][N:9]=1.[CH2:17]([O:24][C:25](=[O:35])[NH:26][CH2:27][CH:28]1[CH2:33][CH2:32][CH2:31][CH:30]([NH2:34])[CH2:29]1)[C:18]1[CH:23]=[CH:22][CH:21]=[CH:20][CH:19]=1.Cl.CN(C)CCCN=C=NCC.ON1C2N=CC=CC=2N=N1.C(N(CC)C(C)C)(C)C>CN(C)C=O>[CH2:17]([O:24][C:25](=[O:35])[NH:26][CH2:27][CH:28]1[CH2:33][CH2:32][CH2:31][CH:30]([NH:34][C:13]([C:12]2[C:8]([C:3]3[CH:4]=[N:5][CH:6]=[CH:7][C:2]=3[Cl:1])=[N:9][O:10][C:11]=2[CH3:16])=[O:15])[CH2:29]1)[C:18]1[CH:19]=[CH:20][CH:21]=[CH:22][CH:23]=1 |f:2.3|. Procedure details: Combine 3-(4-chloro-pyridin-3-yl)-5-methyl-isoxazole-4-carboxylic acid (0.50 g, 0.0021 mol) with (3-amino-cyclohexylmethyl)-carbamic acid benzyl ester (0.63 g, 0.0021 mol), 1-[3-(dimethylamino)propyl]-3-ethylcarbodiimide hydrochloride (0.40, 0.0021 mol), 1-hydroxy-7-azabenzo-triazole (0.29 g, 0.0021 mol), and N,N-diisopropylethyl amine (1.10 mL, 0.0063 mol), in N,N-dimethylformamide (10 mL) and stir overnight at ambient temperature. Concentrate in vacuo and take up in water and extract with ethy... The reactants are CCO, ClC(Cl)Cl, [H][H], COc1cc2nc(N3CCN(Cc4ccccc4)CC3)cc(N)c2cc1OC. Product: COc1cc2nc(N3CCNCC3)cc(N)c2cc1OC. Reaction SMILES: [CH3:35][CH2:36][OH:37].[CH:31]([Cl:32])([Cl:33])[Cl:34].[H:29][H:30].[NH2:1][c:2]1[cH:3][c:4]([N:16]2[CH2:17][CH2:18][N:19]([CH2:22][c:23]3[cH:24][cH:25][cH:26][cH:27][cH:28]3)[CH2:20][CH2:21]2)[n:5][c:6]2[cH:7][c:8]([O:14][CH3:15])[c:9]([O:12][CH3:13])[cH:10][c:11]12>>[NH2:1][c:2]1[cH:3][c:4]([N:16]2[CH2:17][CH2:18][NH:19][CH2:20][CH2:21]2)[n:5][c:6]2[cH:7][c:8]([O:14][CH3:15])[c:9]([O:12][CH3:13])[cH:10][c:11]12.